From a dataset of the Open Reaction Database (ORD), a public repository of structured organic reaction records. describe an organic reaction: reactants, conditions, products, and yield Yields the product FC1=C(COC=2N=C(N(C(C2)=O)C=2C=C(C(=O)OC)C=CC2C)C)C=CC(=C1)F (Methyl 3-[4-[(2,4-difluorobenzyl)oxy]-2-methyl-6-oxopyrimidin-1(6H)-yl]-4-methylbenzoate). Run in CN(C)C=O (DMF). Yield: 83.3%. RXN SMILES: [CH3:1][C:2]1[CH:11]=[CH:10][C:5]([C:6]([O:8][CH3:9])=[O:7])=[CH:4][C:3]=1[N:12]1[C:17](=[O:18])[CH2:16][C:15](=[O:19])[N:14]=[C:13]1[CH3:20].C([O-])([O-])=O.[K+].[K+].[F:27][C:28]1[CH:35]=[C:34]([F:36])[CH:33]=[CH:32][C:29]=1[CH2:30]Br>CN(C=O)C.C1OCCOCCOCCOCCOCCOC1>[F:27][C:28]1[CH:35]=[C:34]([F:36])[CH:33]=[CH:32][C:29]=1[CH2:30][O:19][C:15]1[N:14]=[C:13]([CH3:20])[N:12]([C:3]2[CH:4]=[C:5]([CH:10]=[CH:11][C:2]=2[CH3:1])[C:6]([O:8][CH3:9])=[O:7])[C:17](=[O:18])[CH:16]=1 |f:1.2.3|. Starting materials: CC1=C(C=C(C(=O)OC)C=C1)N1C(=NC(CC1=O)=O)C (methyl 4-methyl-3-(2-methyl-4,6-dioxo-5,6-dihydropyrimidin-1(4H)-yl)benzoate), C(=O)([O-])[O-].[K+].[K+] (K2CO3), FC1=C(CBr)C=CC(=C1)F (2,4 difluorobenzylbromide). The reagents and catalysts are C1COCCOCCOCCOCCOCCO1 (18-crown-6). Run at time 1 hour. Procedure details: A mixture of methyl 4-methyl-3-(2-methyl-4,6-dioxo-5,6-dihydropyrimidin-1(4H)-yl)benzoate (0.1 g, 0.00036 mol, from Step 2), K2CO3 (0.075 g, 0.00054 mol) and 2,4 difluorobenzylbromide (0.075 g, 0.00036 mol) in DMF (2.0 mL) containing 18-crown-6 (0.005 g) is stirred at room temperature for 1 h under argon atmosphere. DMF is distilled in vacuo and the residue is purified by reverse-phase HPLC using 10–90% CH3CN/Water gradient (40 min) at a flow rate of 80 mL/min. The appropriate fractions (MH+, m/... Starting materials: O=C[C@H](O)[C@@H](O)[C@H](O)[C@H](O)CO (D-glucose), OP(=O)(O)[O-].[K+] (KH2PO4), [O-]S(=O)(=O)[O-].[Mg+2] (MgSO4). Run at temperature 120 celsius. Yields the product C([C@H](C([C@@H](CO)O)O)O)O (D-arabitol). The yield is 36.0%. As a reaction SMILES: [O:1]=[CH:2][C@@H:3]([C@H:5]([C@@H:7]([C@@H:9](CO)[OH:10])[OH:8])[OH:6])[OH:4].OP([O-])(O)=O.[K+].[O-]S([O-])(=O)=O.[Mg+2]>>[CH2:9]([OH:10])[C@@H:7]([OH:8])[CH:5]([OH:6])[C@H:3]([OH:4])[CH2:2][OH:1] |f:1.2,3.4|. Reported procedure: A culture medium (pH=6.0) containing 10% of D-glucose, 0.5% of peptone, 0.1% of KH2PO4, 0.05% of MgSO4, and 0.2% of yeast extract was sterilized by heating at 120° C. for 15 minutes. After sterilization, 2%(w/v) of CaCO3 sterilized separately was added thereto, in order to prevent the decrease of the medium pH during the progress of culturing. Onto the culture medium, the above-mentioned culture solution was inoculated in an amount of 10%(v/v), and was cultured at 30° C. On the third day of the ... Reactants: C(C)OC([C@H](CC1=CC=C(C=C1)OC(C)(C)C(=O)O)OCC)=O ((2S)-3-[4-(1-carboxy-1-methyl-ethoxy)-phenyl]-2-ethoxy-propionic acid ethyl ester), C(C)OC1=C(C=CC=C1)CCN (2-(2-ethoxy-phenyl)-ethylamine), C(C)O[C@H](C(=O)O)CC1=CC=C(C=C1)O[C@H](C)C(NCCC1=CC=C(C=C1)OC1=CC=CC=C1)=O ((2S,1R)-2-ethoxy-3-(4-{1-[2-(4-phenoxy-phenyl)-ethylcarbamoyl]-ethoxy}-phenyl)-propionic acid). Yields the product C(C)O[C@H](C(=O)O)CC1=CC=C(C=C1)OC(C)(C)C(NCCC1=C(C=CC=C1)OCC)=O ((2S)-2-ethoxy-3-(4-{1-[2-(2-ethoxy-phenyl)-ethylcarbamoyl]-1-methyl-ethoxy}-phenyl)-propionic acid). As a reaction SMILES: C([O:3][C:4](=[O:23])[C@@H:5]([O:20][CH2:21][CH3:22])[CH2:6][C:7]1[CH:12]=[CH:11][C:10]([O:13][C:14]([C:17]([OH:19])=O)([CH3:16])[CH3:15])=[CH:9][CH:8]=1)C.[CH2:24]([O:26][C:27]1[CH:32]=[CH:31][CH:30]=[CH:29][C:28]=1[CH2:33][CH2:34][NH2:35])[CH3:25].C(O[C@@H](CC1C=CC(O[C@@H](C(=O)NCCC2C=CC(OC3C=CC=CC=3)=CC=2)C)=CC=1)C(O)=O)C>>[CH2:21]([O:20][C@@H:5]([CH2:6][C:7]1[CH:8]=[CH:9][C:10]([O:13][C:14]([C:17](=[O:19])[NH:35][CH2:34][CH2:33][C:28]2[CH:29]=[CH:30][CH:31]=[CH:32][C:27]=2[O:26][CH2:24][CH3:25])([CH3:15])[CH3:16])=[CH:11][CH:12]=1)[C:4]([OH:3])=[O:23])[CH3:22]. Procedure: The title compound was prepared from (2S)-3-[4-(1-carboxy-1-methyl-ethoxy)-phenyl]-2-ethoxy-propionic acid ethyl ester (EXAMPLE 49, step 2) and 2-(2-ethoxy-phenyl)-ethylamine via the same procedure used for the preparation of (2S,1R)-2-ethoxy-3-(4-{1-[2-(4-phenoxy-phenyl)-ethylcarbamoyl]-ethoxy}-phenyl)-propionic acid (Example 1, step 3) to produce a colorless oil. MS (ES) for C25H33NO6 [M+H]+: 444. Starting materials: C(C1=CC=CC=C1)Br (benzyl bromide), ICCCCC (1-iodopentane), CC=1N=C(SC1C(=O)OCC)N1C(NCC1)=O (ethyl 4-methyl-2-(2-oxoimidazolidin-1-yl)thiazole-5-carboxylate). Yields the product CC=1N=C(SC1C(=O)OCC)N1C(N(CC1)CCCCC)=O (ethyl 4-methyl-2-(2-oxo-3-pentylimidazolidin-1-yl)thiazole-5-carboxylate). The yield is 69.0%. Reaction SMILES: C(Br)[C:2]1[CH:7]=[CH:6][CH:5]=[CH:4]C=1.ICCCCC.[CH3:15][C:16]1[N:17]=[C:18]([N:26]2[CH2:30][CH2:29][NH:28][C:27]2=[O:31])[S:19][C:20]=1[C:21]([O:23][CH2:24][CH3:25])=[O:22]>>[CH3:15][C:16]1[N:17]=[C:18]([N:26]2[CH2:30][CH2:29][N:28]([CH2:4][CH2:5][CH2:6][CH2:7][CH3:2])[C:27]2=[O:31])[S:19][C:20]=1[C:21]([O:23][CH2:24][CH3:25])=[O:22]. Procedure: Following the procedure as described in Example 5, making variations to replace benzyl bromide with 1-iodopentane to react with ethyl 4-methyl-2-(2-oxoimidazolidin-1-yl)thiazole-5-carboxylate, the title compound was obtained in 69% yield: NMR (300 MHZ, CDCl3) δ 4.23 (q, J=7.2 Hz, 2H), 4.11-3.87 (m, 2H), 3.64-3.43 (m, 2H), 3.26 (t, J=7.5 Hz, 2H), 2.63 (s, 3H), 1.61-1.18 (m, 9H), 0.74 (t, J=7.2 Hz, 3H); MS (ES+) m/z 326.3 (M+1). The reactants are BrB(Br)Br, COc1ccc2ncc(C(=O)O)cc2c1, ClCCl. The product is O=C(O)c1cnc2ccc(O)cc2c1. As a reaction SMILES: [B:16]([Br:17])([Br:18])[Br:19].[CH3:1][O:2][c:3]1[cH:4][c:5]2[cH:6][c:7]([C:13](=[O:14])[OH:15])[cH:8][n:9][c:10]2[cH:11][cH:12]1.[Cl:20][CH2:21][Cl:22]>>[OH:2][c:3]1[cH:4][c:5]2[cH:6][c:7]([C:13](=[O:14])[OH:15])[cH:8][n:9][c:10]2[cH:11][cH:12]1. The reactants are Brc1csc2ccccc12, Cc1cccc(C)c1, CCCCCC, COCCOCCOC, CNC1CCCCC1NC, [Cu]I, [I-], [Na+]. The product is Ic1csc2ccccc12. Reaction SMILES: [Br:13][c:14]1[c:15]2[c:16]([s:17][cH:18]1)[cH:19][cH:20][cH:21][cH:22]2.[CH3:23][c:24]1[cH:25][c:26]([CH3:27])[cH:28][cH:29][cH:30]1.[CH3:31][CH2:32][CH2:33][CH2:34][CH2:35][CH3:36].[CH3:39][O:40][CH2:41][CH2:42][O:43][CH2:44][CH2:45][O:46][CH3:47].[CH3:3][NH:4][CH:5]1[CH2:6][CH2:7][CH2:8][CH2:9][CH:10]1[NH:11][CH3:12].[Cu:37][I:38].[I-:1].[Na+:2]>>[I:1][c:14]1[c:15]2[c:16]([s:17][cH:18]1)[cH:19][cH:20][cH:21][cH:22]2.